From a dataset of the Open Reaction Database (ORD), a public repository of structured organic reaction records. describe an organic reaction: reactants, conditions, products, and yield The reactants are C(CCCC\C=C/C\C=C/C\C=C/CCCCC)(=O)OCCCCCO (1-(z,z,z-octadeca-6,9,12-trienoyloxy)-5-hydroxypentane), C(CCCCCCC\C=C/CCCCCCCC)(=O)O (z-octadeca-9-enoic acid), C(CCC\C=C/C\C=C/C\C=C/C\C=C/C\C=C/CC)(=O)O (z,z,z,z,z-eicosa-5,8,11,14,17-pentaenoic acid). The product is C(CCCC\C=C/C\C=C/C\C=C/CCCCC)(=O)OCCCCCOC(CCC\C=C/C\C=C/C\C=C/C\C=C/C\C=C/CC)=O (1-(z,z,z-octadeca-6,9,12-trienoyloxy)-5-(z,z,z,z,z-eicosa-5,8,11,14,17-pentaenoyloxy)pentane). As a reaction SMILES: [C:1]([O:20][CH2:21][CH2:22][CH2:23][CH2:24][CH2:25][OH:26])(=[O:19])[CH2:2][CH2:3][CH2:4][CH2:5]/[CH:6]=[CH:7]\[CH2:8]/[CH:9]=[CH:10]\[CH2:11]/[CH:12]=[CH:13]\[CH2:14][CH2:15][CH2:16][CH2:17][CH3:18].C(O)(=O)CCCCCCC/C=C\CCCCCCCC.[C:47](O)(=[O:67])[CH2:48][CH2:49][CH2:50]/[CH:51]=[CH:52]\[CH2:53]/[CH:54]=[CH:55]\[CH2:56]/[CH:57]=[CH:58]\[CH2:59]/[CH:60]=[CH:61]\[CH2:62]/[CH:63]=[CH:64]\[CH2:65][CH3:66]>>[C:1]([O:20][CH2:21][CH2:22][CH2:23][CH2:24][CH2:25][O:26][C:47](=[O:67])[CH2:48][CH2:49][CH2:50]/[CH:51]=[CH:52]\[CH2:53]/[CH:54]=[CH:55]\[CH2:56]/[CH:57]=[CH:58]\[CH2:59]/[CH:60]=[CH:61]\[CH2:62]/[CH:63]=[CH:64]\[CH2:65][CH3:66])(=[O:19])[CH2:2][CH2:3][CH2:4][CH2:5]/[CH:6]=[CH:7]\[CH2:8]/[CH:9]=[CH:10]\[CH2:11]/[CH:12]=[CH:13]\[CH2:14][CH2:15][CH2:16][CH2:17][CH3:18]. Procedure details: As for Example 2, Part 2 but replacing 1-(z,z,z-octadeca-6,9,12-trienoyloxy)-3-hydroxypropane with 1-(z,z,z-octadeca-6,9,12-trienoyloxy)-5-hydroxypentane and z-octadeca-9-enoic acid with z,z,z,z,z-eicosa-5,8,11,14,17-pentaenoic acid. Chromatography yielded 1-(z,z,z-octadeca-6,9,12-trienoyloxy)-5-(z,z,z,z,z-eicosa-5,8,11,14,17-pentaenoyloxy)pentane as a pale yellow oil. Reactants: CCOCC, COC(=O)c1cc(C#Cc2cncc(C#N)c2)ccc1F, [Li+], C1CCOC1, [OH-], O. Yields the product N#Cc1cncc(C#Cc2ccc(F)c(C(=O)O)c2)c1. Reaction SMILES: [CH3:29][CH2:30][O:31][CH2:32][CH3:33].[CH3:3][O:4][C:5]([c:6]1[c:7]([F:22])[cH:8][cH:9][c:10]([C:12]#[C:13][c:14]2[cH:15][n:16][cH:17][c:18]([C:20]#[N:21])[cH:19]2)[cH:11]1)=[O:23].[Li+:1].[O:24]1[CH2:25][CH2:26][CH2:27][CH2:28]1.[OH-:2].[OH2:34]>>[O:4]=[C:5]([c:6]1[c:7]([F:22])[cH:8][cH:9][c:10]([C:12]#[C:13][c:14]2[cH:15][n:16][cH:17][c:18]([C:20]#[N:21])[cH:19]2)[cH:11]1)[OH:23]. The reactants are COc1cccc(C(Oc2ccc3c(cnn3-c3ccc(F)cc3)c2)C(C)N)c1, O=C(Cl)CF. Product: COc1cccc(C(Oc2ccc3c(cnn3-c3ccc(F)cc3)c2)C(C)NC(=O)CF)c1. Reaction SMILES: [F:1][c:2]1[cH:3][cH:4][c:5](-[n:8]2[n:9][cH:10][c:11]3[cH:12][c:13]([O:17][CH:18]([CH:19]([CH3:20])[NH2:21])[c:22]4[cH:23][c:24]([O:28][CH3:29])[cH:25][cH:26][cH:27]4)[cH:14][cH:15][c:16]23)[cH:6][cH:7]1.[F:30][CH2:31][C:32](=[O:33])[Cl:34]>>[F:1][c:2]1[cH:3][cH:4][c:5](-[n:8]2[n:9][cH:10][c:11]3[cH:12][c:13]([O:17][CH:18]([CH:19]([CH3:20])[NH:21][C:32]([CH2:31][F:30])=[O:33])[c:22]4[cH:23][c:24]([O:28][CH3:29])[cH:25][cH:26][cH:27]4)[cH:14][cH:15][c:16]23)[cH:6][cH:7]1. Starting materials: CC(C)C[Al+]CC(C)C, C1CCOC1, Cc1ccccc1, CON(C)C(=O)C1CCN(c2ccc(Cl)cc2)CC1, [H-]. Yields the product O=CC1CCN(c2ccc(Cl)cc2)CC1. As a reaction SMILES: [CH2:21]([Al+:22][CH2:23][CH:24]([CH3:25])[CH3:26])[CH:27]([CH3:28])[CH3:29].[CH2:30]1[O:31][CH2:32][CH2:33][CH2:34]1.[CH3:35][c:36]1[cH:37][cH:38][cH:39][cH:40][cH:41]1.[Cl:1][c:2]1[cH:3][cH:4][c:5]([N:8]2[CH2:9][CH2:10][CH:11]([C:14](=[O:15])[N:16]([O:17][CH3:18])[CH3:19])[CH2:12][CH2:13]2)[cH:6][cH:7]1.[H-:20]>>[Cl:1][c:2]1[cH:3][cH:4][c:5]([N:8]2[CH2:9][CH2:10][CH:11]([CH:14]=[O:15])[CH2:12][CH2:13]2)[cH:6][cH:7]1. The reactants are CC(C)OC(C)C, O=C=Nc1ccc(Cl)c(Cl)c1, ClCCl, COC(=O)Cc1ccc(Oc2ccc(N)cn2)cc1. The product is COC(=O)Cc1ccc(Oc2ccc(NC(=O)Nc3ccc(Cl)c(Cl)c3)cn2)cc1. RXN SMILES: [CH:31]([O:32][CH:33]([CH3:34])[CH3:35])([CH3:36])[CH3:37].[Cl:20][c:21]1[cH:22][c:23]([N:28]=[C:29]=[O:30])[cH:24][cH:25][c:26]1[Cl:27].[Cl:38][CH2:39][Cl:40].[NH2:1][c:2]1[cH:3][cH:4][c:5]([O:8][c:9]2[cH:10][cH:11][c:12]([CH2:15][C:16](=[O:17])[O:18][CH3:19])[cH:13][cH:14]2)[n:6][cH:7]1>>[NH:1]([c:2]1[cH:3][cH:4][c:5]([O:8][c:9]2[cH:10][cH:11][c:12]([CH2:15][C:16](=[O:17])[O:18][CH3:19])[cH:13][cH:14]2)[n:6][cH:7]1)[C:29]([NH:28][c:23]1[cH:22][c:21]([Cl:20])[c:26]([Cl:27])[cH:25][cH:24]1)=[O:30]. The reactants are C(C)(C)(C)OC(CCNC(=O)C1=CC=C2C(=CN=C(C2=C1)NC(=N)N)Cl)=O (N-[(4-chloro-1-guanidino-7-isoquinolinyl)carbonyl]-β-alanine t-butyl ester), C1(=CC=CC=C1)C (PhMe). Solvent: C(F)(F)(F)C(=O)O (CF3CO2H). Reaction conditions: time 1 hour. The product is ClC1=CN=C(C2=CC(=CC=C12)C(=O)NCCC(=O)O)NC(=N)N (N-[(4-Chloro-1-guanidino-7-isoquinolinyl)carbonyl]-β-alanine). The yield is 70.3%. RXN SMILES: C([O:5][C:6](=[O:27])[CH2:7][CH2:8][NH:9][C:10]([C:12]1[CH:21]=[C:20]2[C:15]([C:16]([Cl:26])=[CH:17][N:18]=[C:19]2[NH:22][C:23]([NH2:25])=[NH:24])=[CH:14][CH:13]=1)=[O:11])(C)(C)C.C1(C)C=CC=CC=1>C(C(O)=O)(F)(F)F>[Cl:26][C:16]1[C:15]2[C:20](=[CH:21][C:12]([C:10]([NH:9][CH2:8][CH2:7][C:6]([OH:27])=[O:5])=[O:11])=[CH:13][CH:14]=2)[C:19]([NH:22][C:23]([NH2:25])=[NH:24])=[N:18][CH:17]=1. Procedure details: A solution of N-[(4-chloro-1-guanidino-7-isoquinolinyl)carbonyl]-β-alanine t-butyl ester (145 mg, 0.37 mmol) in CF3CO2H (1.5 mL) was stirred at 0° C. for 30 min, and then at room temperature for 1 h. PhMe (15 mL) was added, the mixture evaporated in vacuo, and the residue triturated with EtOAc and Et2O to give N-[(4-Chloro-1-guanidino-7-isoquinolinyl)carbonyl]-β-alanine (117 mg, 0.26 mmol) as a white solid. Reactants: Cl (hydrochloric acid), OC1=C(C=O)C=CC(=C1)OC (2-Hydroxy-4-methoxybenzaldehyde), BrCCCCCCCCCCCCCCCCCCCCCC (1-bromodocosane), C([O-])([O-])=O.[K+].[K+] (potassium carbonate). Run in C(Cl)(Cl)Cl (Chloroform), CN(C)C=O (DMF). Run at temperature 100 celsius, time 7 hour. The product is C(CCCCCCCCCCCCCCCCCCCCC)OC1=C(CO)C=CC(=C1)OC (2-docosyloxy-4-methoxybenzyl alcohol). The yield is 64.4%. Reaction SMILES: [OH:1][C:2]1[CH:9]=[C:8]([O:10][CH3:11])[CH:7]=[CH:6][C:3]=1[CH:4]=[O:5].Br[CH2:13][CH2:14][CH2:15][CH2:16][CH2:17][CH2:18][CH2:19][CH2:20][CH2:21][CH2:22][CH2:23][CH2:24][CH2:25][CH2:26][CH2:27][CH2:28][CH2:29][CH2:30][CH2:31][CH2:32][CH2:33][CH3:34].C(=O)([O-])[O-].[K+].[K+].Cl>C(Cl)(Cl)Cl.CN(C=O)C>[CH2:34]([O:1][C:2]1[CH:9]=[C:8]([O:10][CH3:11])[CH:7]=[CH:6][C:3]=1[CH2:4][OH:5])[CH2:33][CH2:32][CH2:31][CH2:30][CH2:29][CH2:28][CH2:27][CH2:26][CH2:25][CH2:24][CH2:23][CH2:22][CH2:21][CH2:20][CH2:19][CH2:18][CH2:17][CH2:16][CH2:15][CH2:14][CH3:13] |f:2.3.4|. Procedure details: 2-Hydroxy-4-methoxybenzaldehyde (5 g, 32.9 mmol), 1-bromodocosane (16.6 g, 42.7 mmol) and potassium carbonate (14.8 g, 107 mmol) were mixed with DMF (150 ml), and the mixture was stirred at 100° C. for 7 hr. Chloroform (400 ml) and 1N hydrochloric acid (300 ml) were added to the reaction mixture, and the mixture was washed. The organic layer was washed successively with 1N hydrochloric acid and saturated brine. The organic layer was concentrated and slurry-washed with methanol. The precipitate w...